describe an organic reaction: reactants, conditions, products, and yield From a dataset of the Open Reaction Database (ORD), a public repository of structured organic reaction records. Reactants: C(C1=CC=CC=C1)OC(CC(COC12CC3CC(CC(C1)C3)C2)=O)=O (4-(adamantan-1-yloxy)-3-oxo-butyric acid benzyl ester), DMF dimethylacetal, CN(C)C=O (DMF). The solvent is O (H2O). The product is C(C1=CC=CC=C1)OC(C(=CN(C)C)C(COC12CC3CC(CC(C1)C3)C2)=O)=O (2-[2-(Adamantan-1-yloxy)-acetyl]-3-dimethylamino-acrylic acid benzyl ester). As a reaction SMILES: [CH2:1]([O:8][C:9](=[O:25])[CH2:10][C:11](=[O:24])[CH2:12][O:13][C:14]12[CH2:23][CH:18]3[CH2:19][CH:20]([CH2:22][CH:16]([CH2:17]3)[CH2:15]1)[CH2:21]2)[C:2]1[CH:7]=[CH:6][CH:5]=[CH:4][CH:3]=1.[CH3:26][N:27]([CH:29]=O)[CH3:28]>O>[CH2:1]([O:8][C:9](=[O:25])[C:10]([C:11](=[O:24])[CH2:12][O:13][C:14]12[CH2:23][CH:18]3[CH2:19][CH:20]([CH2:22][CH:16]([CH2:17]3)[CH2:15]1)[CH2:21]2)=[CH:26][N:27]([CH3:29])[CH3:28])[C:2]1[CH:7]=[CH:6][CH:5]=[CH:4][CH:3]=1. Reported procedure: A solution of 4-(adamantan-1-yloxy)-3-oxo-butyric acid benzyl ester (1.133 g, 3.3 mmol) and DMF dimethylacetal (0.56 mL, 3.96 mmol) in DMF (20 mL) was heated at 100° C. for 3 h. The mixture was diluted with H2O (80 mL) and extracted with EtOAc (2×30 mL). The combined extracts were washed with brine (2×30 mL), and dried (MgSO4). Filtration and evaporation of the solvent afforded the product, (0.647 g, 49%). Product: C(C1=CC=CC=C1)C=1C=CC(=C(C1)NC(C1=C(C=C(C=C1)C=O)F)=O)O (N-(5-Benzyl-2-hydroxyphenyl)-2-fluoro-4-formylbenzamide). The reactants are FC1=C(C(=O)O)C=CC(=C1)C=O (2-fluoro-4-formylbenzoic acid), C(C)(C)N(C(C)C)CC (N,N-diisopropylethylamine), NC1=C(C=CC(=C1)CC1=CC=CC=C1)O (2-amino-4-benzylphenol), Cl (HCl), C(=O)(C(=O)Cl)Cl ((COCl)2), C(C(=O)Cl)(=O)Cl (oxalyl dichloride). Procedure details: To a mixture of 2-fluoro-4-formylbenzoic acid (0.600 g, 3.57 mmol) in 15 mL DCM was added oxalyl dichloride (0.374 mL, 4.28 mmol) and N,N-dimethylformamide (0.00261 g, 0.0357 mmol) (a few drops). The mixture was allowed to stir for several h, treated with additional (COCl)2 (0.100 mL), stirred further for 1 h, concentrated in vacuo, and the semi-solid was suspended in 15 mL THF. N,N-diisopropylethylamine (0.808 mL, 4.64 mmol) was added followed by 2-amino-4-benzylphenol (0.711 g, 3.57 mmol). Aft... Conditions: time 4 hour. The solvent is C(Cl)Cl (DCM), O (water), CCOC(=O)C (EtOAc). RXN SMILES: [F:1][C:2]1[CH:10]=[C:9]([CH:11]=[O:12])[CH:8]=[CH:7][C:3]=1[C:4]([OH:6])=O.C(Cl)(=O)C(Cl)=O.C(N(CC)C(C)C)(C)C.[NH2:28][C:29]1[CH:34]=[C:33]([CH2:35][C:36]2[CH:41]=[CH:40][CH:39]=[CH:38][CH:37]=2)[CH:32]=[CH:31][C:30]=1[OH:42].Cl>C(Cl)Cl.CN(C)C=O.O.CCOC(C)=O>[CH2:35]([C:33]1[CH:32]=[CH:31][C:30]([OH:42])=[C:29]([NH:28][C:4](=[O:6])[C:3]2[CH:7]=[CH:8][C:9]([CH:11]=[O:12])=[CH:10][C:2]=2[F:1])[CH:34]=1)[C:36]1[CH:37]=[CH:38][CH:39]=[CH:40][CH:41]=1. Reagents/catalysts: CN(C=O)C (N,N-dimethylformamide). Reactants: C(C)(C)(C)OC(=O)N1[C@@H](CC(C1)=NOCC)C(=O)O ((2S,4EZ)-1-(tert-butoxycarbonyl)-4-(ethoxyimino)-2-pyrrolidinecarboxylic acid), C(C1=CC=CC=C1)(=O)Cl (benzoyl chloride), ClC=1C=C(C=CC1Cl)N1CCNCC1 (1-(3,4-dichlorophenyl)piperazine). The product is C(C)ON=C1CN([C@@H](C1)C(=O)N1CCN(CC1)C1=CC(=C(C=C1)Cl)Cl)C(C1=CC=CC=C1)=O ((3EZ,5S)-1-benzoyl-5-{[4(3,4-dichlorophenyl)-1-piperazinyl]carbonyl}-3-pyrrolidinone O-ethyloxime). Reaction SMILES: C(O[C:6]([N:8]1[CH2:12][C:11](=[N:13][O:14][CH2:15][CH3:16])[CH2:10][C@H:9]1[C:17]([OH:19])=O)=[O:7])(C)(C)C.C(Cl)(=O)[C:21]1[CH:26]=[CH:25][CH:24]=[CH:23][CH:22]=1.[Cl:29][C:30]1[CH:31]=[C:32]([N:37]2[CH2:42][CH2:41][NH:40][CH2:39][CH2:38]2)[CH:33]=[CH:34][C:35]=1[Cl:36]>>[CH2:15]([O:14][N:13]=[C:11]1[CH2:10][C@@H:9]([C:17]([N:40]2[CH2:39][CH2:38][N:37]([C:32]3[CH:33]=[CH:34][C:35]([Cl:36])=[C:30]([Cl:29])[CH:31]=3)[CH2:42][CH2:41]2)=[O:19])[N:8]([C:6](=[O:7])[C:21]2[CH:22]=[CH:23][CH:24]=[CH:25][CH:26]=2)[CH2:12]1)[CH3:16]. Procedure details: Following the general method as outlined in Example 22, starting from (2S,4EZ)-1-(tert-butoxycarbonyl)-4-(ethoxyimino)-2-pyrrolidinecarboxylic acid, benzoyl chloride, and 1-(3,4-dichlorophenyl)piperazine the title compound was obtained in 51% purity by LC/MS. MS(ESI+): m/z=489.6.